Task: describe an organic reaction: reactants, conditions, products, and yield. Dataset: the Open Reaction Database (ORD), a public repository of structured organic reaction records Starting materials: COc1cccc(OC)c1C(=O)Cl, Cc1ccccc1, CCCCC, CC1(c2nnc(N)s2)SCCCS1. Product: COc1cccc(OC)c1C(=O)Nc1nnc(C2(C)SCCCS2)s1. RXN SMILES: [CH3:1][O:2][c:3]1[c:4]([C:5](=[O:6])[Cl:7])[c:8]([O:12][CH3:13])[cH:9][cH:10][cH:11]1.[CH3:27][c:28]1[cH:29][cH:30][cH:31][cH:32][cH:33]1.[CH3:34][CH2:35][CH2:36][CH2:37][CH3:38].[NH2:14][c:15]1[s:16][c:17]([C:20]2([CH3:26])[S:21][CH2:22][CH2:23][CH2:24][S:25]2)[n:18][n:19]1>>[CH3:1][O:2][c:3]1[c:4]([C:5](=[O:6])[NH:14][c:15]2[s:16][c:17]([C:20]3([CH3:26])[S:21][CH2:22][CH2:23][CH2:24][S:25]3)[n:18][n:19]2)[c:8]([O:12][CH3:13])[cH:9][cH:10][cH:11]1. The yield is 6.1%. The solvent is C(Cl)Cl (CH2Cl2). Run at time 5 hour. Reactants: C(C)(C)(C)OC(=O)N1CCCN(S1(=O)=O)CC(=O)O (2-(6-(tert-butoxycarbonyl)-1,1-dioxido-1,2,6-thiadiazinan-2-yl)acetic acid), Cl.C12C(C3CC(CC(C1)C3)C2)N (2-adamantan amine HCl), TEA, CCN=C=NCCCN(C)C (EDCI). RXN SMILES: [C:1]([O:5][C:6]([N:8]1[S:13](=[O:15])(=[O:14])[N:12]([CH2:16][C:17]([OH:19])=O)[CH2:11][CH2:10][CH2:9]1)=[O:7])([CH3:4])([CH3:3])[CH3:2].Cl.[CH:21]12[CH2:30][CH:25]3[CH2:26][CH:27]([CH2:29][CH:23]([CH2:24]3)[CH:22]1[NH2:31])[CH2:28]2.CCN=C=NCCCN(C)C>C(Cl)Cl>[CH:21]12[CH2:30][CH:25]3[CH2:26][CH:27]([CH2:29][CH:23]([CH2:24]3)[CH:22]1[NH:31][C:17](=[O:19])[CH2:16][N:12]1[S:13](=[O:14])(=[O:15])[N:8]([C:6]([O:5][C:1]([CH3:2])([CH3:3])[CH3:4])=[O:7])[CH2:9][CH2:10][CH2:11]1)[CH2:28]2 |f:1.2|. Procedure details: To a solution of 2-(6-(tert-butoxycarbonyl)-1,1-dioxido-1,2,6-thiadiazinan-2-yl)acetic acid (60 mg, 0.204 mmol) in CH2Cl2 (5 mL), were added 2-adamantan amine HCl (57.5 mg, 0.306 mmol), TEA (41.3 mg, 0.408 mmol) and EDCI (117.3 mg, 0.612 mmol). The reaction mixture was agitated for 5 hr at room temperature and extracted using CH2Cl2 and brine. The organic layer was dried over MgSO4. The residue was purified by silica gel column chromatography to give tert-butyl 6-(2-(adamantan-2-yl amino)-2-oxoe... Yields the product C12C(C3CC(CC(C1)C3)C2)NC(CN2CCCN(S2(=O)=O)C(=O)OC(C)(C)C)=O (tert-butyl 6-(2-(adamantan-2-yl amino)-2-oxoethyl)-1,2,6-thiadiazinan-2-carboxylate 1,1-dioxide). Reactants: C(C)(C)C=1C=C(C=O)C=C(C1OC)C(C)C (3,5-Diisopropyl-4-methoxybenzaldehyde), C(C)(=O)C=1C=C2CC(NC2=CC1)=O (5-acetyl-2-oxindole). Product: C(C)(=O)C=1C=C2C(C(NC2=CC1)=O)=CC1=CC(=C(C(=C1)C(C)C)OC)C(C)C (5-Acetyl-3-(3,5-diisopropyl-4-methoxybenzylidene)-1,3-dihydroindol-2-one). Reaction SMILES: [CH:1]([C:4]1[CH:5]=[C:6]([CH:9]=[C:10]([CH:14]([CH3:16])[CH3:15])[C:11]=1[O:12][CH3:13])[CH:7]=O)([CH3:3])[CH3:2].[C:17]([C:20]1[CH:21]=[C:22]2[C:26](=[CH:27][CH:28]=1)[NH:25][C:24](=[O:29])[CH2:23]2)(=[O:19])[CH3:18]>>[C:17]([C:20]1[CH:21]=[C:22]2[C:26](=[CH:27][CH:28]=1)[NH:25][C:24](=[O:29])[C:23]2=[CH:7][C:6]1[CH:5]=[C:4]([CH:1]([CH3:3])[CH3:2])[C:11]([O:12][CH3:13])=[C:10]([CH:14]([CH3:16])[CH3:15])[CH:9]=1)(=[O:19])[CH3:18]. Reported procedure: 3,5-Diisopropyl-4-methoxybenzaldehyde was condensed with 5-acetyl-2-oxindole to give 0.3 g of 5-Acetyl-3-(3,5-diisopropyl-4-methoxybenzylidene)-1,3-dihydroindol-2-one as a yellow-orange solid. Procedure details: To a solution of 5-(4-carboxy-1,3-butadienyl)-2′-deoxyuridine (VI) (0.200 g, 0.62 mmol) in DMF (1 mL) was added KHCO3 (0.185 g, 1.84 mmol) and the mixture was stirred for 20 mm at 25° C. A solution of N-bromosuccinimide (0.117 g, 0.65 mmol) in DMF (0.3 mL) was added dropwise. Smooth gas evolution (CO2) occurred throughout the addition. The resulting brown suspension was stirred for 2 h at 25° C. at which time TLC showed that (VI) was completely consumed. Water (10 mL) was added to the suspension... The yield is 79.9%. The reactants are BrN1C(CCC1=O)=O (N-bromosuccinimide), C(=O)=O (CO2), C(=O)(O)C=CC=CC=1C(NC(N([C@H]2C[C@H](O)[C@@H](CO)O2)C1)=O)=O (5-(4-Carboxy-1,3-butadienyl)-2′-deoxyuridine), C(=O)(O)C=CC=CC=1C(NC(N([C@H]2C[C@H](O)[C@@H](CO)O2)C1)=O)=O (5-(4-Carboxy-1,3-butadienyl)-2′-deoxyuridine), KHCO3. Solvent: CN(C)C=O (DMF), CN(C)C=O (DMF). Reaction SMILES: C([CH:4]=[CH:5][CH:6]=[CH:7][C:8]1[C:9](=[O:23])[NH:10][C:11](=[O:22])[N:12]([CH:21]=1)[C@@H:13]1[O:20][C@H:17]([CH2:18][OH:19])[C@@H:15]([OH:16])[CH2:14]1)(O)=O.[Br:24]N1C(=O)CCC1=O.C(=O)=O>CN(C=O)C>[Br:24]/[CH:4]=[CH:5]\[CH:6]=[CH:7]\[C:8]1[C:9](=[O:23])[NH:10][C:11](=[O:22])[N:12]([CH:21]=1)[C@@H:13]1[O:20][C@H:17]([CH2:18][OH:19])[C@@H:15]([OH:16])[CH2:14]1. Reaction conditions: temperature 25 celsius. Yields the product Br\C=C/C=C/C=1C(NC(N([C@H]2C[C@H](O)[C@@H](CO)O2)C1)=O)=O (5-(4-Bromo-1E,3Z-butadienyl)-2′-deoxyuridine). The reactants are IC=1N=CNC1 (4-iodo-1H-imidazole), ClC1=C(C=CC=C1)CCOS(=O)(=O)C (methanesulfonic acid 2-(2-chlorophenyl)-ethyl ester). Yields the product ClC1=C(C=CC=C1)CCN1C=NC(=C1)I (1-[2-(2-chlorophenyl)ethyl]-4-iodoimidazole). Reaction SMILES: [I:1][C:2]1[N:3]=[CH:4][NH:5][CH:6]=1.[Cl:7][C:8]1[CH:13]=[CH:12][CH:11]=[CH:10][C:9]=1[CH2:14][CH2:15]OS(C)(=O)=O>>[Cl:7][C:8]1[CH:13]=[CH:12][CH:11]=[CH:10][C:9]=1[CH2:14][CH2:15][N:5]1[CH:6]=[C:2]([I:1])[N:3]=[CH:4]1. Procedure details: The compound is synthesized using the method described in example 4C starting from 4-iodo-1H-imidazole and methanesulfonic acid 2-(2-chlorophenyl)-ethyl ester (example 78D). Yield: 37.0%. Yields the product NC1=C(C=CC=C1)NC(C1=CC=C(C=C1)C=C1C(NC(S1)=O)=O)=O (N-(2-Amino-phenyl)-4-(2,4-dioxo-thiazolidin-5-ylidenemethyl)-benzamide). Reactants: NC1=C(C=CC=C1)NC(C1=CC=C(C=C1)CNC1=NC=CC(=N1)C1=CC=C(C=C1)OCCN(C)C)=O (N-(2-Amino-phenyl)-4-({4-[4-(2-dimethylamino-ethoxy)-phenyl]-pyrimidin-2-ylamino}-methyl)-benzamide), NC1=C(C=CC=C1)NC(=O)C1=CC2=C(N=C(S2)C2=CC=C(C=C2)OC(F)(F)F)C=C1 (2-(4-Trifluoromethoxy-phenyl)-benzothiazole-6-carboxylic acid (2-aminophenyl)-amide), C(C)(C)(C)OC(NC1=C(C=CC=C1)NC(C1=CC=C(C=C1)C=C1C(NC(S1)=O)=O)=O)=O ({2-[4-(2,4-Dioxo-thiazolidin-5-ylidenemethyl)-benzoylamino]-phenyl}-carbamic acid tert-butyl ester). RXN SMILES: NC1C=CC=CC=1NC(=O)C1C=CC(CNC2N=C(C3C=CC(OCCN(C)C)=CC=3)C=CN=2)=CC=1.NC1C=CC=CC=1NC(C1C=CC2N=C(C3C=CC(OC(F)(F)F)=CC=3)SC=2C=1)=O.C(OC(=O)[NH:73][C:74]1[CH:79]=[CH:78][CH:77]=[CH:76][C:75]=1[NH:80][C:81](=[O:96])[C:82]1[CH:87]=[CH:86][C:85]([CH:88]=[C:89]2[S:93][C:92](=[O:94])[NH:91][C:90]2=[O:95])=[CH:84][CH:83]=1)(C)(C)C>>[NH2:73][C:74]1[CH:79]=[CH:78][CH:77]=[CH:76][C:75]=1[NH:80][C:81](=[O:96])[C:82]1[CH:83]=[CH:84][C:85]([CH:88]=[C:89]2[S:93][C:92](=[O:94])[NH:91][C:90]2=[O:95])=[CH:86][CH:87]=1. Reported procedure: Following the procedure described for the synthesis of compound 117 (scheme 28) but substituting the amide 116 by the amide 348, title compound was obtained in 37% yield. 1H NMR: (400 MHz, DMSO-d6, δ (Ppm): 9.72 (s, 1H), 8.06 (d, j=8.2 Hz, 2H), 7.79 (s, 1H), 7.69 (d, J=8.4, 2H), 7.14 (d (dd) J=7.8, 1H), 6.95 (d (dd), J=1.6 Hz, J=9.0, 1H), 6.75 (dd, J=1.2 Hz, J=8.0 Hz, 1H), 6.56 (t (dd), J=7.2 Hz 1H). LRMS: 339.4 (calcd.), 340.4 [MH]+ (found).